This data is from the Open Reaction Database (ORD), a public repository of structured organic reaction records. The task is: describe an organic reaction: reactants, conditions, products, and yield Starting materials: C(C)N(C(=S)N)CC (N,N-diethylthiourea), BrCC(C(=O)OCC)=O (ethyl bromopyruvate), [O-]S(=O)(=O)[O-].[Mg+2] (MgSO4). Run in CC(=O)C (acetone). Yields the product C(C)N(CC)C=1SC=C(N1)C(=O)OCC (Ethyl 2-(N,N-Diethylamino)thiazole-4-carboxylate). Isolated yield 140.4%. As a reaction SMILES: [CH2:1]([N:3]([CH2:7][CH3:8])[C:4]([NH2:6])=[S:5])[CH3:2].Br[CH2:10][C:11](=O)[C:12]([O:14][CH2:15][CH3:16])=[O:13].[O-]S([O-])(=O)=O.[Mg+2]>CC(C)=O>[CH2:1]([N:3]([C:4]1[S:5][CH:10]=[C:11]([C:12]([O:14][CH2:15][CH3:16])=[O:13])[N:6]=1)[CH2:7][CH3:8])[CH3:2] |f:2.3|. Procedure: A solution of 0.972 g (7.36 mmol) of N,N-diethylthiourea and 1.02 ml (8.1 mmol) of ethyl bromopyruvate in 25 ml of acetone was treated with excess solid MgSO4 and heated at reflux for 1 h. The resulting mixture was filtered, and concentrated in vacuo. Silica gel chromatography using CHCl3 provided 2.36 g (38%) of the desired compound as an oil. Mass spectrum: (M+H)+ =229.